Task: describe an organic reaction: reactants, conditions, products, and yield. Dataset: the Open Reaction Database (ORD), a public repository of structured organic reaction records Reactants: S(N)(=O)(=O)N1CCN(CC1)C(=O)OC(C)(C)C (1,1-dimethylethyl 4-sulfamoylpiperazine-1-carboxylate), product, ClC1=NC(=NC(=C1)O[C@H](C)[C@H]1OC(OC1)(C)C)SCC1=C(C(=CC=C1)F)F (4-chloro-2-[(2,3-difluorobenzyl)thio]-6-{(1R)-1-[(4S)-2,2-dimethyl-1,3-dioxolan-4-yl]ethoxy}pyrimidine), product. Yields the product FC1=C(CSC2=NC(=CC(=N2)NS(=O)(=O)N2CCN(CC2)C(=O)OC(C)(C)C)O[C@H](C)[C@H]2OC(OC2)(C)C)C=CC=C1F (tert-butyl 4-{[(2-[(2,3-difluorobenzyl)thio]-6-{(1R)-1-[(4S)-2,2-dimethyl-1,3-dioxolan-4-yl]ethoxy}pyrimidin-4-yl)amino]sulfonyl}piperazine-1-carboxylate). As a reaction SMILES: [S:1]([N:5]1[CH2:10][CH2:9][N:8]([C:11]([O:13][C:14]([CH3:17])([CH3:16])[CH3:15])=[O:12])[CH2:7][CH2:6]1)(=[O:4])(=[O:3])[NH2:2].Cl[C:19]1[CH:24]=[C:23]([O:25][C@@H:26]([C@@H:28]2[CH2:32][O:31][C:30]([CH3:34])([CH3:33])[O:29]2)[CH3:27])[N:22]=[C:21]([S:35][CH2:36][C:37]2[CH:42]=[CH:41][CH:40]=[C:39]([F:43])[C:38]=2[F:44])[N:20]=1>>[F:44][C:38]1[C:39]([F:43])=[CH:40][CH:41]=[CH:42][C:37]=1[CH2:36][S:35][C:21]1[N:20]=[C:19]([NH:2][S:1]([N:5]2[CH2:6][CH2:7][N:8]([C:11]([O:13][C:14]([CH3:17])([CH3:16])[CH3:15])=[O:12])[CH2:9][CH2:10]2)(=[O:3])=[O:4])[CH:24]=[C:23]([O:25][C@@H:26]([C@@H:28]2[CH2:32][O:31][C:30]([CH3:33])([CH3:34])[O:29]2)[CH3:27])[N:22]=1. Procedure details: The subtitle compound was prepared from 1,1-dimethylethyl 4-sulfamoylpiperazine-1-carboxylate (the product of example 15, step i), 0.26 g) and 4-chloro-2-[(2,3-difluorobenzyl)thio]-6-{(1R)-1-[(4S)-2,2-dimethyl-1,3-dioxolan-4-yl]ethoxy}pyrimidine (the product of Example 47, step i) (0.21 g) according to the procedure outlined in Example 1, step iv). Yield: 0.28 g Reactants: ClC=1C=C(C=C(C1)C=1C2=CC=CC=C2C=2C=CC=CC2C1)C1=NC(=NC(=N1)C1=CC=CC=C1)C1=CC=CC=C1 (2-[3-chloro-5-(9-phenanthryl)phenyl]-4,6-diphenyl-1,3,5-triazine), C1(=CC=CC2=CC=CC=C12)B(O)O (1-naphthaleneboronic acid), C([O-])([O-])=O.[Cs+].[Cs+] (cesium carbonate). Reagents/catalysts: C(C)(=O)[O-].[Pd+2].C(C)(=O)[O-] (palladium acetate). Run in O1CCCC1 (tetrahydrofuran). Yields the product C1(=CC=CC2=CC=CC=C12)C=1C=C(C=C(C1)C=1C2=CC=CC=C2C=2C=CC=CC2C1)C1=NC(=NC(=N1)C1=CC=CC=C1)C1=CC=CC=C1 (2-[3-(1-naphthyl)-5-(9-phenanthryl)phenyl]-4,6-diphenyl-1,3,5-triazine). Yield: 95.0%. Reaction SMILES: Cl[C:2]1[CH:3]=[C:4]([C:22]2[N:27]=[C:26]([C:28]3[CH:33]=[CH:32][CH:31]=[CH:30][CH:29]=3)[N:25]=[C:24]([C:34]3[CH:39]=[CH:38][CH:37]=[CH:36][CH:35]=3)[N:23]=2)[CH:5]=[C:6]([C:8]2[C:9]3[C:14]([C:15]4[CH:16]=[CH:17][CH:18]=[CH:19][C:20]=4[CH:21]=2)=[CH:13][CH:12]=[CH:11][CH:10]=3)[CH:7]=1.[C:40]1(B(O)O)[C:49]2[C:44](=[CH:45][CH:46]=[CH:47][CH:48]=2)[CH:43]=[CH:42][CH:41]=1.C(=O)([O-])[O-].[Cs+].[Cs+]>O1CCCC1.C([O-])(=O)C.[Pd+2].C([O-])(=O)C>[C:40]1([C:2]2[CH:3]=[C:4]([C:22]3[N:23]=[C:24]([C:34]4[CH:39]=[CH:38][CH:37]=[CH:36][CH:35]=4)[N:25]=[C:26]([C:28]4[CH:33]=[CH:32][CH:31]=[CH:30][CH:29]=4)[N:27]=3)[CH:5]=[C:6]([C:8]3[C:9]4[C:14]([C:15]5[CH:16]=[CH:17][CH:18]=[CH:19][C:20]=5[CH:21]=3)=[CH:13][CH:12]=[CH:11][CH:10]=4)[CH:7]=2)[C:49]2[C:44](=[CH:45][CH:46]=[CH:47][CH:48]=2)[CH:43]=[CH:42][CH:41]=1 |f:2.3.4,6.7.8|. Reported procedure: Then in a stream of argon, 0.5 g (0.96 mmol) of the obtained 2-[3-chloro-5-(9-phenanthryl)phenyl]-4,6-diphenyl-1,3,5-triazine, 038 g (1.73 mmol) of 1-naphthaleneboronic acid, 12.9 mg (0.058 mmol) of palladium acetate and 1.13 g (3.46 mmol) of cesium carbonate were suspended in 50 mL of tetrahydrofuran, and the temperature of the obtained suspension was elevated to 70° C. and distilled under reflux for 40 hours. The resultant reaction mixture was cooled to room temperature, and then distilled und... The reactants are ClC1=CC=C(C=C1)C=1C(=CNC1)C(=O)OCC (ethyl 4-(p-chlorophenyl)-pyrrole-3-carboxylate), FC(SCl)(F)F (trifluoromethylsulfenyl chloride), FC(SCl)(F)F (trifluoromethylsulfenyl chloride). Solvent: C(Cl)Cl (methylene chloride). Run at temperature -30 celsius, time 45 minute. The product is ClC1=CC=C(C=C1)C=1C(=CNC1SC(F)(F)F)C(=O)OCC (Ethyl 4-(p-chlorophenyl)-5-[(trifluoromethyl)thio]pyrrole-3-carboxylate). Yield: 95.3%. RXN SMILES: [Cl:1][C:2]1[CH:7]=[CH:6][C:5]([C:8]2[C:9]([C:13]([O:15][CH2:16][CH3:17])=[O:14])=[CH:10][NH:11][CH:12]=2)=[CH:4][CH:3]=1.[F:18][C:19]([F:23])([F:22])[S:20]Cl>C(Cl)Cl>[Cl:1][C:2]1[CH:7]=[CH:6][C:5]([C:8]2[C:9]([C:13]([O:15][CH2:16][CH3:17])=[O:14])=[CH:10][NH:11][C:12]=2[S:20][C:19]([F:23])([F:22])[F:18])=[CH:4][CH:3]=1. Procedure details: A solution of ethyl 4-(p-chlorophenyl)-pyrrole-3-carboxylate (9.0 g, 0.036 mol) in methylene chloride (180 mL) is treated with trifluoromethylsulfenyl chloride (4.9 g, 0.036 mol) with stirring for 45 minutes at -30° C. The reaction mixture is warmed to room temperature and stirred for several hours. Since a TLC shows some starting material present, the reaction mixture is cooled to -30° C., treated with additional trifluoromethylsulfenyl chloride (1.3 g, 0.0095 mol), warmed to room temperature o... Starting materials: NC=1C=NC=CC1N1C[C@H](CCC1)NC(OC(C)(C)C)=O ((S)-tert-butyl 1-(3-aminopyridin-4-yl)piperidin-3-ylcarbamate), BrC=1SC=C(N1)C(=O)O (2-bromothiazole-4-carboxylic acid), C1=CC2=C(N=C1)N(N=N2)O (HOAT), C(CCl)Cl (EDC). Run in CN(C)C=O (DMF), CCOC(=O)C (EtOAc). Conditions: time 60 hour. The product is BrC=1SC=C(N1)C(=O)NC=1C=NC=CC1N1C[C@H](CCC1)NC(OC(C)(C)C)=O ((S)-tert-butyl 1-(3-(2-bromothiazole-4-carboxamido)pyridin-4-yl)piperidin-3-ylcarbamate). As a reaction SMILES: [NH2:1][C:2]1[CH:3]=[N:4][CH:5]=[CH:6][C:7]=1[N:8]1[CH2:13][CH2:12][CH2:11][C@H:10]([NH:14][C:15](=[O:21])[O:16][C:17]([CH3:20])([CH3:19])[CH3:18])[CH2:9]1.[Br:22][C:23]1[S:24][CH:25]=[C:26]([C:28](O)=[O:29])[N:27]=1.C1C=NC2N(O)N=NC=2C=1.C(Cl)CCl>CN(C=O)C.CCOC(C)=O>[Br:22][C:23]1[S:24][CH:25]=[C:26]([C:28]([NH:1][C:2]2[CH:3]=[N:4][CH:5]=[CH:6][C:7]=2[N:8]2[CH2:13][CH2:12][CH2:11][C@H:10]([NH:14][C:15](=[O:21])[O:16][C:17]([CH3:18])([CH3:20])[CH3:19])[CH2:9]2)=[O:29])[N:27]=1. Procedure: A solution containing 1 eq each of (S)-tert-butyl 1-(3-aminopyridin-4-yl)piperidin-3-ylcarbamate, 2-bromothiazole-4-carboxylic acid, HOAT and EDC in DMF, at a concentration of 0.5 M, was stirred for 60 hours. The solution was diluted with EtOAc and was washed with H2O (4×), NaCl(sat.), was dried over MgSO4, was filtered and the volatiles were removed in vacuo yielding (S)-tert-butyl 1-(3-(2-bromothiazole-4-carboxamido)pyridin-4-yl)piperidin-3-ylcarbamate, LCMS (m/z): 416.1 (MH+); LC Rt=1.95 min. The product is CC(C)(C)OC(=O)N1CCC(=C(c2ccccc2)c2cccc(CO)c2)CC1. As a reaction SMILES: [C:1]([CH3:2])([CH3:3])([CH3:4])[O:5][C:6](=[O:7])[N:8]1[CH2:9][CH2:10][C:11](=[C:14]([c:15]2[cH:16][cH:17][cH:18][cH:19][cH:20]2)[I:21])[CH2:12][CH2:13]1.[CH3:39][O:40][CH2:41][CH2:42][O:43][CH3:44].[Na+:33].[Na+:34].[O-:35][C:36](=[O:37])[O-:38].[OH:22][CH2:23][c:24]1[cH:25][c:26]([B:30]([OH:31])[OH:32])[cH:27][cH:28][cH:29]1>>[C:1]([CH3:2])([CH3:3])([CH3:4])[O:5][C:6](=[O:7])[N:8]1[CH2:9][CH2:10][C:11](=[C:14]([c:15]2[cH:16][cH:17][cH:18][cH:19][cH:20]2)[c:26]2[cH:25][c:24]([CH2:23][OH:22])[cH:29][cH:28][cH:27]2)[CH2:12][CH2:13]1. Starting materials: CC(C)(C)OC(=O)N1CCC(=C(I)c2ccccc2)CC1, COCCOC, [Na+], [Na+], O=C([O-])[O-], OCc1cccc(B(O)O)c1.